This data is from the Open Reaction Database (ORD), a public repository of structured organic reaction records. The task is: describe an organic reaction: reactants, conditions, products, and yield Reactants: C(#N)C1=CC=C(C=C1)C1C(=C(N(C(C1)=O)C1=CC(=CC=C1)C(F)(F)F)C)C(=O)OCC=C (Allyl 4-(4-cyanophenyl)-2-methyl-6-oxo-1-[3-(trifluoromethyl)phenyl]-1,4,5,6-tetrahydro-3-pyridinecarboxylate), N1CCOCC1 (morpholine). The reagents and catalysts are C1=CC=C(C=C1)P(C2=CC=CC=C2)C3=CC=CC=C3.C1=CC=C(C=C1)P(C2=CC=CC=C2)C3=CC=CC=C3.C1=CC=C(C=C1)P(C2=CC=CC=C2)C3=CC=CC=C3.C1=CC=C(C=C1)P(C2=CC=CC=C2)C3=CC=CC=C3.[Pd] (tetrakis(triphenylphosphin)-palladium(0)). The solvent is O1CCCC1 (tetrahydrofuran). Run at time 1 hour. Yields the product C(#N)C1=CC=C(C=C1)C1C(=C(N(C(C1)=O)C1=CC(=CC=C1)C(F)(F)F)C)C(=O)O (4-(4-Cyanophenyl)-2-methyl-6-oxo-1-[3-(trifluoromethyl)phenyl]-1,4,5,6-tetrahydro-3-pyridinecarboxylic acid). Reaction SMILES: [C:1]([C:3]1[CH:8]=[CH:7][C:6]([CH:9]2[CH2:14][C:13](=[O:15])[N:12]([C:16]3[CH:21]=[CH:20][CH:19]=[C:18]([C:22]([F:25])([F:24])[F:23])[CH:17]=3)[C:11]([CH3:26])=[C:10]2[C:27]([O:29]CC=C)=[O:28])=[CH:5][CH:4]=1)#[N:2].N1CCOCC1>O1CCCC1.C1C=CC(P(C2C=CC=CC=2)C2C=CC=CC=2)=CC=1.C1C=CC(P(C2C=CC=CC=2)C2C=CC=CC=2)=CC=1.C1C=CC(P(C2C=CC=CC=2)C2C=CC=CC=2)=CC=1.C1C=CC(P(C2C=CC=CC=2)C2C=CC=CC=2)=CC=1.[Pd]>[C:1]([C:3]1[CH:4]=[CH:5][C:6]([CH:9]2[CH2:14][C:13](=[O:15])[N:12]([C:16]3[CH:21]=[CH:20][CH:19]=[C:18]([C:22]([F:24])([F:25])[F:23])[CH:17]=3)[C:11]([CH3:26])=[C:10]2[C:27]([OH:29])=[O:28])=[CH:7][CH:8]=1)#[N:2] |f:3.4.5.6.7|. Procedure: To a solution of allyl 4-(4-cyanophenyl)-2-methyl-6-oxo-1-[3-(trifluoromethyl)phenyl]-1,4,5,6-tetrahydro-3-pyridinecarboxylate (Example 46) (1.00 g, 2.27 mmol) and tetrakis(triphenylphosphin)-palladium(0) (68 mg, 0.059 mmol) in tetrahydrofuran (50 ml) is slowly added morpholine (3.36 g, 38.6 mmol). After stirring at room temperature for 1 h, the reaction mixture is quenched with water (50 ml). The basic solution (pH ca. 10) is neutralised with 1 N hydrochloric acid, and the aqueous phase is extr... Reactants: ClC1=C(C=C(C(=C1)F)[N+](=O)[O-])O (2-chloro-4-fluoro-5-nitrophenol), [H][H] (hydrogen). The reagents and catalysts are [Pt](=O)=O (platinum dioxide). The solvent is C(C)O (ethanol). The product is NC=1C=C(C(=CC1F)Cl)O (3-amino-6-chloro-4-fluorophenol). The yield is 85.3%. Reaction SMILES: [Cl:1][C:2]1[CH:7]=[C:6]([F:8])[C:5]([N+:9]([O-])=O)=[CH:4][C:3]=1[OH:12].[H][H]>C(O)C.[Pt](=O)=O>[NH2:9][C:5]1[CH:4]=[C:3]([OH:12])[C:2]([Cl:1])=[CH:7][C:6]=1[F:8]. Reported procedure: A suspension of 2-chloro-4-fluoro-5-nitrophenol (9.17 g) and platinum dioxide (500 mg) in ethanol (120 ml) was subjected to catalytic reduction with hydrogen at room temperature and atmospheric pressure until a designed amount of hydrogen was absorbed. The catalyst was removed by filtration, and the filtrate was concentrated. The residue was extracted with ether, and the ether layer was concentrated to obtain 6.6 g of 3-amino-6-chloro-4-fluorophenol. M.P., 145°-146° C. (decomp.). The reactants are COC=1C=C(C=C(C1)OC)NC=1NC(C(=CC1C(=O)O)F)=O (2-(3,5-dimethoxyphenylamino)-5-fluoro-6-oxo-1,6-dihydropyridin-3-carboxylic acid), CCN=C=NCCCN(C)C.Cl (WSC.HCl), C=1C=CC2=C(C1)N=NN2O (HOBt), O.N (ammonia water). Solvent: CN(C)C=O (DMF), O (H2O), C(C)(=O)OCC (Ethyl acetate). Reaction conditions: time 2 hour. Product: N1(N=NC2=C1C=CC=C2)OC2=NC(=C(C(=O)N)C=C2F)NC2=CC(=CC(=C2)OC)OC (6-(1H-1,2,3-benzotriazol-1-yloxy)-2-(3,5-dimethoxyphenylamino)-5-fluoronicotinamide). RXN SMILES: [CH3:1][O:2][C:3]1[CH:4]=[C:5]([NH:11][C:12]2[NH:13][C:14](=[O:22])[C:15]([F:21])=[CH:16][C:17]=2[C:18]([OH:20])=O)[CH:6]=[C:7]([O:9][CH3:10])[CH:8]=1.CC[N:25]=C=NCCCN(C)C.Cl.[CH:35]1[CH:36]=[CH:37][C:38]2[N:43](O)[N:42]=[N:41][C:39]=2[CH:40]=1.O.N>C(OCC)(=O)C.CN(C=O)C.O>[N:41]1([O:22][C:14]2[C:15]([F:21])=[CH:16][C:17]([C:18]([NH2:25])=[O:20])=[C:12]([NH:11][C:5]3[CH:6]=[C:7]([O:9][CH3:10])[CH:8]=[C:3]([O:2][CH3:1])[CH:4]=3)[N:13]=2)[C:39]2[CH:40]=[CH:35][CH:36]=[CH:37][C:38]=2[N:43]=[N:42]1 |f:1.2,4.5|. Reported procedure: A mixture of 2-(3,5-dimethoxyphenylamino)-5-fluoro-6-oxo-1,6-dihydropyridin-3-carboxylic acid (200 mg), WSC.HCl (312 mg), HOBt.H2O (249 mg), and DMF (2 ml) was stirred at room temperature for 45 minutes. 25% ammonia water (1 ml) was added, followed by stirring at the same temperature for 2 hours. Ethyl acetate was added to the reaction mixture. The resultant was washed with saturated saline and dried over anhydrous magnesium sulfate, the solvent was distilled away under reduced pressure. The obt...